This data is from the Open Reaction Database (ORD), a public repository of structured organic reaction records. The task is: describe an organic reaction: reactants, conditions, products, and yield Starting materials: [Li]CCCC (n-BuLi), C(CCC)N(CC#C)CCCC (3-dibutylaminopropyne), C1(=CC=CC=C1)OC#N (phenyl cyanate). The solvent is CCOCC (ether), CCOCC (ether). Reaction conditions: temperature -70 celsius, time 5 minute. The product is C(CCC)N(CC#CC#N)CCCC (4-dibutylamino-2-butynenitrile). Yield: 94.2%. RXN SMILES: [Li][CH2:2][CH2:3][CH2:4][CH3:5].[CH2:6]([N:10]([CH2:14][CH2:15][CH2:16][CH3:17])CC#C)[CH2:7][CH2:8][CH3:9].C1(OC#[N:26])C=CC=CC=1>CCOCC>[CH2:2]([N:10]([CH2:14][CH2:15][CH2:16][CH3:17])[CH2:6][C:7]#[C:8][C:9]#[N:26])[CH2:3][CH2:4][CH3:5]. Procedure: n-BuLi (2.2 M, 69.5 mL, 0.153 mol) was added dropwise to a cooled (-78° C.) solution of 3-dibutylaminopropyne (24.9 g, 0.149 mol) in anhydrous ether (175 mL) at a rate not allowing the temperature to rise above -50° C. The resulting solution was stirred (5minutes, -70° C.), then phenyl cyanate (19.6 g, 0.164 mol) was added dropwise at a rate not allowing the temperature to rise above -60° C. The resulting solution was stirred (45 minutes, -78° C.), then warmed (25° C.). The resulting dark brown ... Reactants: FC1=CC=C(C=C1)[N+](=O)[O-] (1-fluoro-4nitro-benzene), CN(CCNS(=O)(=O)CC1=CC=CC=C1)C (N-(2-dimethylamino-ethyl)-C-phenylmethanesulphonamide), [H-].[Na+] (sodium hydride). Product: CN(CCN(S(=O)(=O)CC1=CC=CC=C1)C1=CC=C(C=C1)[N+](=O)[O-])C (4-[N-(2-dimethylamino-ethyl)-N-(benzylsulphonyl)-amino]-nitrobenzene). RXN SMILES: F[C:2]1[CH:7]=[CH:6][C:5]([N+:8]([O-:10])=[O:9])=[CH:4][CH:3]=1.[CH3:11][N:12]([CH3:26])[CH2:13][CH2:14][NH:15][S:16]([CH2:19][C:20]1[CH:25]=[CH:24][CH:23]=[CH:22][CH:21]=1)(=[O:18])=[O:17].[H-].[Na+]>>[CH3:11][N:12]([CH3:26])[CH2:13][CH2:14][N:15]([C:2]1[CH:7]=[CH:6][C:5]([N+:8]([O-:10])=[O:9])=[CH:4][CH:3]=1)[S:16]([CH2:19][C:20]1[CH:25]=[CH:24][CH:23]=[CH:22][CH:21]=1)(=[O:17])=[O:18] |f:2.3|. Procedure: Prepared from 1-fluoro-4nitro-benzene, N-(2-dimethylamino-ethyl)-C-phenylmethanesulphonamide and sodium hydride as base Starting materials: Cc1ccccc1, Nc1cc(Cl)c(Oc2ccc(S(=O)(=O)c3ccc(Cl)cc3)cc2)c(Cl)c1, O=C=NC(=O)c1c(F)cccc1F. Product: O=C(NC(=O)c1c(F)cccc1F)Nc1cc(Cl)c(Oc2ccc(S(=O)(=O)c3ccc(Cl)cc3)cc2)c(Cl)c1. Reaction SMILES: [CH3:40][c:41]1[cH:42][cH:43][cH:44][cH:45][cH:46]1.[Cl:1][c:2]1[cH:3][cH:4][c:5]([S:8](=[O:9])(=[O:10])[c:11]2[cH:12][cH:13][c:14]([O:15][c:16]3[c:17]([Cl:24])[cH:18][c:19]([NH2:20])[cH:21][c:22]3[Cl:23])[cH:25][cH:26]2)[cH:6][cH:7]1.[F:27][c:28]1[c:29]([C:30](=[O:31])[N:32]=[C:33]=[O:34])[c:35]([F:39])[cH:36][cH:37][cH:38]1>>[Cl:1][c:2]1[cH:3][cH:4][c:5]([S:8](=[O:9])(=[O:10])[c:11]2[cH:12][cH:13][c:14]([O:15][c:16]3[c:17]([Cl:24])[cH:18][c:19]([NH:20][C:33]([NH:32][C:30]([c:29]4[c:28]([F:27])[cH:38][cH:37][cH:36][c:35]4[F:39])=[O:31])=[O:34])[cH:21][c:22]3[Cl:23])[cH:25][cH:26]2)[cH:6][cH:7]1. The reactants are ClC=1SC(=C(N1)C)C(=O)OCC (ethyl 2-chloro-4-methyl-5-thiazolecarboxylate), ClC1=C(C=CC(=C1)Cl)O (2,4-dichlorophenol), C([O-])([O-])=O.[K+].[K+] (potassium carbonate). The solvent is CC(=O)C (acetone). The product is ClC1=C(OC=2SC(=C(N2)C)C(=O)OCC)C=CC(=C1)Cl (ethyl 2-(2',4'-dichlorophenoxy)-4-methyl-5-thiazolecarboxylate). The yield is 58.2%. As a reaction SMILES: Cl[C:2]1[S:3][C:4]([C:8]([O:10][CH2:11][CH3:12])=[O:9])=[C:5]([CH3:7])[N:6]=1.[Cl:13][C:14]1[CH:19]=[C:18]([Cl:20])[CH:17]=[CH:16][C:15]=1[OH:21].C(=O)([O-])[O-].[K+].[K+]>CC(C)=O>[Cl:13][C:14]1[CH:19]=[C:18]([Cl:20])[CH:17]=[CH:16][C:15]=1[O:21][C:2]1[S:3][C:4]([C:8]([O:10][CH2:11][CH3:12])=[O:9])=[C:5]([CH3:7])[N:6]=1 |f:2.3.4|. Procedure: A mixture of 6.24 g (0.03 mole) of ethyl 2-chloro-4-methyl-5-thiazolecarboxylate, 4.89 g (0.03 mole) of 2,4-dichlorophenol, 4.14 g (0.03 mole) of potassium carbonate and 40 ml. of acetone was held at reflux for 89 hours. Acetone was removed under reduced pressure. The residue was treated with 50 ml. of water and extracted with ether. The ether solution was washed successively with saturated sodium bicarbonate, 30 ml. of 10% sodium hydroxide and 50 ml. of water. The ether solution was dried (MgSO... Reactants: C(C)C(C=O)CC (2-ethylbutanal), ClC1=CC=C(CCl)C=C1 (4-chlorobenzyl chloride), [OH-].[Na+] (sodium hydroxide). Reagents/catalysts: [I-].C(CCC)[N+](CCCC)(CCCC)CCCC (tetra-n-butyl-ammonium iodide). Solvent: C1(=CC=CC=C1)C (toluene), C1(=CC=CC=C1)C (toluene). The product is ClC1=CC=C(CC(C=O)(CC)CC)C=C1 (2-(4-Chlorobenzyl)-2-ethylbutanal). RXN SMILES: [OH-].[Na+].[CH2:3]([CH:5]([CH2:8][CH3:9])[CH:6]=[O:7])[CH3:4].[Cl:10][C:11]1[CH:18]=[CH:17][C:14]([CH2:15]Cl)=[CH:13][CH:12]=1>[I-].C([N+](CCCC)(CCCC)CCCC)CCC.C1(C)C=CC=CC=1>[Cl:10][C:11]1[CH:18]=[CH:17][C:14]([CH2:15][C:5]([CH2:8][CH3:9])([CH2:3][CH3:4])[CH:6]=[O:7])=[CH:13][CH:12]=1 |f:0.1,4.5|. Reported procedure: 300 ml of toluene, 400 ml of 30 percent (by weight) sodium hydroxide solution and 5.0 g of tetra-n-butyl-ammonium iodide are heated at 80° C. while stirring. To this is slowly added dropwise a mixture of 110 g (1.10 mol) of 2-ethylbutanal and 161 g (1.00 mol) of 4-chlorobenzyl chloride. The mixture is then stirred at 80° C. for 4 h and at room temperature for 14 h, 1,000 ml of toluene are added, and the phases are separated. The organic phase is washed with water, dried over Na2SO4 and concentra... Starting materials: ClC(Cl)Cl, O=[N+]([O-])c1cc(Cl)ccc1CO, O, BrP(Br)Br. Product: O=[N+]([O-])c1cc(Cl)ccc1CBr. Reaction SMILES: [CH:13]([Cl:14])([Cl:15])[Cl:16].[N+:1](=[O:2])([O-:3])[c:4]1[c:5]([CH2:6][OH:7])[cH:8][cH:9][c:10]([Cl:12])[cH:11]1.[OH2:21].[P:17]([Br:18])([Br:19])[Br:20]>>[N+:1](=[O:2])([O-:3])[c:4]1[c:5]([CH2:6][Br:18])[cH:8][cH:9][c:10]([Cl:12])[cH:11]1.